This data is from the Open Reaction Database (ORD), a public repository of structured organic reaction records. The task is: describe an organic reaction: reactants, conditions, products, and yield Run at temperature 80 celsius. Yields the product C(C)OC(CC1=CC(=CC=C1)NC(=O)C1=C(C=C(C=C1)C1=CC=CC=C1)C)=O ({3-[(3-Methyl-biphenyl-4-carbonyl)-amino]-phenyl}-acetic acid ethyl ester). Starting materials: C(C)OC(CC1=CC(=CC=C1)NC(C1=C(C=C(C=C1)Br)C)=O)=O ([3-(4-Bromo-2-methyl-benzoylamino)-phenyl]-acetic acid ethyl ester), C1(=CC=CC=C1)B(O)O (phenylboronic acid). Reported procedure: [3-(4-Bromo-2-methyl-benzoylamino)-phenyl]-acetic acid ethyl ester (188 mg, 0.50 mmol) was coupled to phenylboronic acid using Method E, except that the reaction mixture was heated at 80° C. The crude residue was purified by column chromatography using 20% EtOAc in heptane to give the title compound. RXN SMILES: [CH2:1]([O:3][C:4](=[O:23])[CH2:5][C:6]1[CH:11]=[CH:10][CH:9]=[C:8]([NH:12][C:13](=[O:22])[C:14]2[CH:19]=[CH:18][C:17](Br)=[CH:16][C:15]=2[CH3:21])[CH:7]=1)[CH3:2].[C:24]1(B(O)O)[CH:29]=[CH:28][CH:27]=[CH:26][CH:25]=1>>[CH2:1]([O:3][C:4](=[O:23])[CH2:5][C:6]1[CH:11]=[CH:10][CH:9]=[C:8]([NH:12][C:13]([C:14]2[CH:19]=[CH:18][C:17]([C:24]3[CH:29]=[CH:28][CH:27]=[CH:26][CH:25]=3)=[CH:16][C:15]=2[CH3:21])=[O:22])[CH:7]=1)[CH3:2]. Reactants: CN1CCNCC1, Clc1nc2ccccc2n2ccnc12. Product: CN1CCN(c2nc3ccccc3n3ccnc23)CC1. As a reaction SMILES: [CH3:15][N:16]1[CH2:17][CH2:18][NH:19][CH2:20][CH2:21]1.[Cl:1][c:2]1[c:3]2[n:4]([c:5]3[cH:6][cH:7][cH:8][cH:9][c:10]3[n:11]1)[cH:12][cH:13][n:14]2>>[c:2]1([N:19]2[CH2:18][CH2:17][N:16]([CH3:15])[CH2:21][CH2:20]2)[c:3]2[n:4]([c:5]3[cH:6][cH:7][cH:8][cH:9][c:10]3[n:11]1)[cH:12][cH:13][n:14]2.